This data is from the Open Reaction Database (ORD), a public repository of structured organic reaction records. The task is: describe an organic reaction: reactants, conditions, products, and yield The reactants are C(#N)[BH3-].[Na+] (sodium cyanoborohydride), C=O (formaldehyde), C(C)(C)(C)OC(=O)N1CCC(CC1)=O (1-tert-butyloxycarbonyl-4-piperidone), C(C1=CC=CC=C1)N (benzylamine), C(C)(=O)O (acetic acid), [OH-].[Na+] (Sodium hydroxide). The solvent is CO (methanol), CO (methanol). Run at time 15 minute. The product is C(C)(C)(C)OC(=O)N1CCC(CC1)N(C)CC1=CC=CC=C1 (1-tert-Butyloxycarbonyl-4-(N-benzyl-N-methylamino)piperidine). The yield is 87.2%. Reaction SMILES: [C:1]([O:5][C:6]([N:8]1[CH2:13][CH2:12][C:11](=O)[CH2:10][CH2:9]1)=[O:7])([CH3:4])([CH3:3])[CH3:2].[CH2:15]([NH2:22])[C:16]1[CH:21]=[CH:20][CH:19]=[CH:18][CH:17]=1.[C:23](O)(=O)C.C([BH3-])#N.[Na+].C=O.[OH-].[Na+]>CO>[C:1]([O:5][C:6]([N:8]1[CH2:13][CH2:12][CH:11]([N:22]([CH2:15][C:16]2[CH:21]=[CH:20][CH:19]=[CH:18][CH:17]=2)[CH3:23])[CH2:10][CH2:9]1)=[O:7])([CH3:4])([CH3:3])[CH3:2] |f:3.4,6.7|. Procedure details: To a stirred solution of 1-tert-butyloxycarbonyl-4-piperidone (3.30 g, 16.5 mmol) and benzylamine (1.64 ml, 15.0 mmol) in a mixture of methanol (150 ml) and glacial acetic acid (3.4 ml, 60 mmol) was added sodium cyanoborohydride (1.04 g, 16.5 mmol), and the resulting mixture was stirred at room temperature for 2 hours 15 minutes. A solution of formaldehyde (38% w/v aqueous solution; 1.42 ml) in methanol (5 ml) was added and stirring was continued for 16 hours. 4N Sodium hydroxide (35 ml) was add... The reactants are CSC1=CC=C(C=C1)CC#N (p-methylthiophenylacetonitrile), C(C(=O)OCC)(=O)OCC (diethyl oxalate). Solvent: [O-]CC.[Na+] (sodium ethoxide). Product: C(#N)C(C(C(=O)OCC)=O)C1=CC=C(C=C1)SC (ethyl 3-cyano-3-(p-methylthiophenyl)-pyruvate). Reaction SMILES: [CH3:1][S:2][C:3]1[CH:8]=[CH:7][C:6]([CH2:9][C:10]#[N:11])=[CH:5][CH:4]=1.[C:12](OCC)(=[O:18])[C:13]([O:15][CH2:16][CH3:17])=[O:14]>[O-]CC.[Na+]>[C:10]([CH:9]([C:6]1[CH:7]=[CH:8][C:3]([S:2][CH3:1])=[CH:4][CH:5]=1)[C:12](=[O:18])[C:13]([O:15][CH2:16][CH3:17])=[O:14])#[N:11] |f:2.3|. Procedure details: By following the procedures outlined in Examples 1 and 3, p-methylthiophenylacetonitrile is reacted with diethyl oxalate in alcoholic sodium ethoxide solution to give ethyl 3-cyano-3-(p-methylthiophenyl)-pyruvate. This compound is similarly reacted with p-methylthiophenylacetonitrile which results in the formation of 2,5-di-(p-methylthiophenyl)-3,4-dioxoadiponitrile. The latter is refluxed with water, acetic acid and sulfuric acid to obtain 4,4'-dimethylthiopulvinic acid which is treated with ac... Reactants: BrN1C(CCC1=O)=O (N-Bromosuccinimide), C1(CC1)N(C(OC(C)(C)C)=O)CC1=CC(=C(C=C1)OC)OCCCOC (tert-butyl cyclopropyl[4-methoxy-3-(3-methoxypropoxy)benzyl]carbamate). Solvent: C(C)#N (acetonitrile). Run at time 3 hour. The product is BrC1=C(CN(C(OC(C)(C)C)=O)C2CC2)C=C(C(=C1)OC)OCCCOC (tert-butyl [2-bromo-4-methoxy-5-(3-methoxypropoxy)benzyl]cyclopropylcarbamate). Yield: 137.2%. Reaction SMILES: [Br:1]N1C(=O)CCC1=O.[CH:9]1([N:12]([CH2:20][C:21]2[CH:26]=[CH:25][C:24]([O:27][CH3:28])=[C:23]([O:29][CH2:30][CH2:31][CH2:32][O:33][CH3:34])[CH:22]=2)[C:13](=[O:19])[O:14][C:15]([CH3:18])([CH3:17])[CH3:16])[CH2:11][CH2:10]1>C(#N)C>[Br:1][C:26]1[CH:25]=[C:24]([O:27][CH3:28])[C:23]([O:29][CH2:30][CH2:31][CH2:32][O:33][CH3:34])=[CH:22][C:21]=1[CH2:20][N:12]([CH:9]1[CH2:11][CH2:10]1)[C:13](=[O:19])[O:14][C:15]([CH3:17])([CH3:18])[CH3:16]. Procedure details: N-Bromosuccinimide (978 mg) was added to a solution of tert-butyl cyclopropyl[4-methoxy-3-(3-methoxypropoxy)benzyl]carbamate (6.36 g) in acetonitrile (50 ml) under ice cooling and the mixture was stirred at room temperature for 3 hours. The reaction mixture was concentrated in vacuo and the resulted residue was purified with a silica gel column chromatography (eluting solvent: n-hexane/ethyl acetate/=4/1 to 3/1) to give tert-butyl [2-bromo-4-methoxy-5-(3-methoxypropoxy)benzyl]cyclopropylcarbamat... The reactants are CO, CCOC(C)=O, O=C1CN=C(c2ccccc2Cl)c2cc(F)c(F)cc2N1, [H-], [Na+]. Yields the product COc1cc2c(cc1F)C(c1ccccc1Cl)=NCC(=O)N2. Reaction SMILES: [CH3:22][OH:23].[CH3:26][CH2:27][O:28][C:29](=[O:30])[CH3:31].[Cl:1][c:2]1[c:3]([C:8]2=[N:9][CH2:10][C:11](=[O:21])[NH:12][c:13]3[c:14]2[cH:15][c:16]([F:20])[c:17]([F:19])[cH:18]3)[cH:4][cH:5][cH:6][cH:7]1.[H-:24].[Na+:25]>>[Cl:1][c:2]1[c:3]([C:8]2=[N:9][CH2:10][C:11](=[O:21])[NH:12][c:13]3[c:14]2[cH:15][c:16]([F:20])[c:17]([O:23][CH3:22])[cH:18]3)[cH:4][cH:5][cH:6][cH:7]1. Starting materials: CC(C)C(NCCNC(=O)OC(C)(C)C)c1oc2cc(Cl)ccc2c(=O)c1Cc1ccccc1, ClCCl, O=C(O)C(F)(F)F. The product is CC(C)C(NCCN)c1oc2cc(Cl)ccc2c(=O)c1Cc1ccccc1. Reaction SMILES: [C:1]([O:2][C:3](=[O:4])[NH:7][CH2:8][CH2:9][NH:10][CH:11]([CH:12]([CH3:13])[CH3:14])[c:15]1[o:16][c:17]2[cH:18][c:19]([Cl:33])[cH:20][cH:21][c:22]2[c:23](=[O:32])[c:24]1[CH2:25][c:26]1[cH:27][cH:28][cH:29][cH:30][cH:31]1)([CH3:5])([CH3:6])[CH3:34].[CH2:42]([Cl:43])[Cl:44].[F:35][C:36]([F:37])([F:38])[C:39]([OH:40])=[O:41]>>[NH2:7][CH2:8][CH2:9][NH:10][CH:11]([CH:12]([CH3:13])[CH3:14])[c:15]1[o:16][c:17]2[cH:18][c:19]([Cl:33])[cH:20][cH:21][c:22]2[c:23](=[O:32])[c:24]1[CH2:25][c:26]1[cH:27][cH:28][cH:29][cH:30][cH:31]1. Reactants: CCc1cc(-c2ccc(S(=O)(=O)Cl)s2)c(C)[nH]c1=O, CN(C)CCCN. Yields the product CCc1cc(-c2ccc(S(=O)(=O)NCCCN(C)C)s2)c(C)[nH]c1=O, Cl. As a reaction SMILES: [CH2:1]([CH3:2])[c:3]1[cH:4][c:5](-[c:11]2[cH:12][cH:13][c:14]([S:16](=[O:17])(=[O:18])[Cl:19])[s:15]2)[c:6]([CH3:10])[nH:7][c:8]1=[O:9].[CH3:20][N:21]([CH2:22][CH2:23][CH2:24][NH2:25])[CH3:26]>>[CH2:1]([CH3:2])[c:3]1[cH:4][c:5](-[c:11]2[cH:12][cH:13][c:14]([S:16](=[O:17])(=[O:18])[NH:25][CH2:24][CH2:23][CH2:22][N:21]([CH3:20])[CH3:26])[s:15]2)[c:6]([CH3:10])[nH:7][c:8]1=[O:9].[ClH:19]. The reactants are C=C (ethylene), C1(=CC=CC=C1)C (toluene). Yields the product C(C)C1=CC=C(C=C1)C (Para-ethyltoluene). As a reaction SMILES: [CH2:1]=[CH2:2].[C:3]1([CH3:9])[CH:8]=[CH:7][CH:6]=[CH:5][CH:4]=1>>[CH2:1]([C:6]1[CH:7]=[CH:8][C:3]([CH3:9])=[CH:4][CH:5]=1)[CH3:2]. Procedure: Para-ethyltoluene was prepared from toluene and ethylene using the catalyst as obtained in Example 1 under the following reaction conditions: The reactants are CS(=O)(=O)OCCF (2-Fluoroethyl methanesulfonate), ice water, [H-].[Na+] (sodium hydride), OC1=CC2=C(OC3=C2C=CC=C3)C=C1 (2-hydroxydibenzofuran), resultant suspension. Run in CN(C=O)C (N,N-dimethylformamide). Reaction conditions: time 12 hour. The product is FCCOC1=CC2=C(OC3=C2C=CC=C3)C=C1 (2-(2-fluoroethoxy)-dibenzofuran). Isolated yield 85.2%. As a reaction SMILES: [H-].[Na+].[OH:3][C:4]1[CH:16]=[CH:15][C:7]2[O:8][C:9]3[CH:14]=[CH:13][CH:12]=[CH:11][C:10]=3[C:6]=2[CH:5]=1.CS(O[CH2:22][CH2:23][F:24])(=O)=O>CN(C)C=O>[F:24][CH2:23][CH2:22][O:3][C:4]1[CH:16]=[CH:15][C:7]2[O:8][C:9]3[CH:14]=[CH:13][CH:12]=[CH:11][C:10]=3[C:6]=2[CH:5]=1 |f:0.1|. Procedure: To a suspension of sodium hydride (60% oil dispersion; 4.0 g) in N,N-dimethylformamide (100 ml), 2-hydroxydibenzofuran (18.4 g) was added at a temperature of 0 to 5° C., and the resultant suspension was stirred at room temperature for 1 hour. 2-Fluoroethyl methanesulfonate (14.2 g) was added thereto. The resulting mixture was stirred at room temperature for 12 hours. The reaction mixture was poured into ice-water and extracted with ethyl acetate. The extract was washed with aqueous potassium car... Reactants: solution, C([O-])(O)=O.[Na+] (sodium bicarbonate), C(C)(C)(C)OC(=O)C1(N(CCCCC1)S(=O)(=O)C1=CC=C(C=C1)OC)CO (Hydroxymethyl-1-(4-methoxy-benzene sulfonyl)-azepane-2-carboxylic acid tert-butyl ester), [Br-].[Na+] (sodium bromide), CC1(CCCC(N1[O])(C)C)C (TEMPO). The solvent is C1CCOC1 (THF). Conditions: temperature 0 celsius. Yields the product C(C)(C)(C)OC(=O)C1N(CCCCC1C=O)S(=O)(=O)C1=CC=C(C=C1)OC (3-Formyl-1-(4-methoxy-benzenesulfonyl)-azepane-2-carboxylic acid tert-butyl ester). Reaction SMILES: [C:1]([O:5][C:6]([C:8]1(CO)[CH2:14][CH2:13][CH2:12][CH2:11][CH2:10][N:9]1[S:15]([C:18]1[CH:23]=[CH:22][C:21]([O:24][CH3:25])=[CH:20][CH:19]=1)(=[O:17])=[O:16])=[O:7])([CH3:4])([CH3:3])[CH3:2].[Br-].[Na+].CC1(C)N([O])C(C)(C)CCC1.[C:41](=O)(O)[O-:42].[Na+]>C1COCC1>[C:1]([O:5][C:6]([CH:8]1[CH:14]([CH:41]=[O:42])[CH2:13][CH2:12][CH2:11][CH2:10][N:9]1[S:15]([C:18]1[CH:23]=[CH:22][C:21]([O:24][CH3:25])=[CH:20][CH:19]=1)(=[O:16])=[O:17])=[O:7])([CH3:4])([CH3:3])[CH3:2] |f:1.2,4.5,^1:33|. Procedure details: To a solution of Hydroxymethyl-1-(4-methoxy-benzene sulfonyl)-azepane-2-carboxylic acid tert-butyl ester (0.5 g, 1.25 mmoL) in 1.25 mL in THF was added sodium bromide (19 mg, 0.19 mmoL). This suspention was cooled to 0° C. and TEMPO (25 mg, 5%) was added in followed by 1.41 mL of a 0.129M solution of sodium bicarbonate in Clorox bleach. The magnetic stirring was increased to obtain a biphasic solution and kept at that rate for three hours while the reaction gradually warmed to ambient temperatur...